Dataset: the Open Reaction Database (ORD), a public repository of structured organic reaction records. Task: describe an organic reaction: reactants, conditions, products, and yield Reactants: Cl.C(CCC)OC([C@@H](NC([C@@H](NC([C@H]1N(C(CC1)=O)C(=O)OCC1=CC=CC=C1)=O)C)=O)CCCNC(N)=N)OCCCC (N-benzyloxycarbonyl-L-pyroglutamyl-L-alanyl-L-argininal dibutylacetal hydrochloride), Cl (hydrochloric acid), [OH-].[Na+] (sodium hydroxide). Yield: 55.9%. Product: Cl.C(C1=CC=CC=C1)OC(=O)N1[C@@H](CCC1=O)C(=O)N[C@@H](C)C(=O)N[C@@H](CCCNC(N)=N)C=O (N-benzyloxycarbonyl-L-pyroglutamyl-L-alanyl-L-argininal hydrochloride). Procedure: To a solution of N-benzyloxycarbonyl-L-pyroglutamyl-L-alanyl-L-argininal dibutylacetal hydrochloride (0.22 g, 0.35 mmol) in acetonitrile (35 ml) was added 1N hydrochloric acid aqueous solution (17.5 ml). The mixture was reacted at 36° C. for 1.5 hour with stirring. After completion of the reaction, pH of the reaction mixture was adjusted to 4.8 with 1N sodium hydroxide aqueous solution. The solvent was distilled off under reduced pressure and chloroform-methanol (20:1) was added to the residue. ... Solvent: C(C)#N (acetonitrile). Reaction SMILES: [ClH:1].C([O:6][CH:7](OCCCC)[C@H:8]([CH2:33][CH2:34][CH2:35][NH:36][C:37](=[NH:39])[NH2:38])[NH:9][C:10](=[O:32])[C@H:11]([CH3:31])[NH:12][C:13](=[O:30])[C@@H:14]1[CH2:18][CH2:17][C:16](=[O:19])[N:15]1[C:20]([O:22][CH2:23][C:24]1[CH:29]=[CH:28][CH:27]=[CH:26][CH:25]=1)=[O:21])CCC.Cl.[OH-].[Na+]>C(#N)C>[ClH:1].[CH2:23]([O:22][C:20]([N:15]1[C:16](=[O:19])[CH2:17][CH2:18][C@H:14]1[C:13]([NH:12][C@H:11]([C:10]([NH:9][C@H:8]([CH:7]=[O:6])[CH2:33][CH2:34][CH2:35][NH:36][C:37](=[NH:38])[NH2:39])=[O:32])[CH3:31])=[O:30])=[O:21])[C:24]1[CH:25]=[CH:26][CH:27]=[CH:28][CH:29]=1 |f:0.1,3.4,6.7|. The reactants are CCOC(=O)N=C=S, CS(C)=O, Nc1ccc(Oc2cccc(NC(=O)c3cccc(C(F)(F)F)c3)c2)cn1, O. Product: CCOC(=O)NC(=S)Nc1ccc(Oc2cccc(NC(=O)c3cccc(C(F)(F)F)c3)c2)cn1. As a reaction SMILES: [C:28]([O:29][CH2:30][CH3:31])(=[O:32])[N:33]=[C:34]=[S:35].[CH3:37][S:38]([CH3:39])=[O:40].[NH2:1][c:2]1[cH:3][cH:4][c:5]([O:8][c:9]2[cH:10][c:11]([NH:15][C:16]([c:17]3[cH:18][c:19]([C:23]([F:24])([F:25])[F:26])[cH:20][cH:21][cH:22]3)=[O:27])[cH:12][cH:13][cH:14]2)[cH:6][n:7]1.[OH2:36]>>[NH:1]([c:2]1[cH:3][cH:4][c:5]([O:8][c:9]2[cH:10][c:11]([NH:15][C:16]([c:17]3[cH:18][c:19]([C:23]([F:24])([F:25])[F:26])[cH:20][cH:21][cH:22]3)=[O:27])[cH:12][cH:13][cH:14]2)[cH:6][n:7]1)[C:34]([NH:33][C:28]([O:29][CH2:30][CH3:31])=[O:32])=[S:35]. Procedure: [3-(2-isopropylsulfanylmethyl-4-nitro-phenoxy)-4-methoxy-phenyl]-acetic acid ethyl ester was reduced to the amine according to the procedure described in Example 11, Step 2. The amine was treated with 4-chlorobenzoyl chloride to provide {3-[4-(4-Chloro-benzoylamino)-2-isopropylsulfanylmethyl-phenoxy]-4-methoxy-phenyl}-acetic acid ethyl ester. Hydrolysis of the ester as outlined in Example 11, Step 4 provided the acid. The reactants are C(C)OC(CC1=CC(=C(C=C1)OC)OC1=C(C=C(C=C1)[N+](=O)[O-])CSC(C)C)=O ([3-(2-isopropylsulfanylmethyl-4-nitro-phenoxy)-4-methoxy-phenyl]-acetic acid ethyl ester), amine, amine, ClC1=CC=C(C(=O)Cl)C=C1 (4-chlorobenzoyl chloride). The product is C(C)OC(CC1=CC(=C(C=C1)OC)OC1=C(C=C(C=C1)NC(C1=CC=C(C=C1)Cl)=O)CSC(C)C)=O ({3-[4-(4-Chloro-benzoylamino)-2-isopropylsulfanylmethyl-phenoxy]-4-methoxy-phenyl}-acetic acid ethyl ester). As a reaction SMILES: [CH2:1]([O:3][C:4](=[O:29])[CH2:5][C:6]1[CH:11]=[CH:10][C:9]([O:12][CH3:13])=[C:8]([O:14][C:15]2[CH:20]=[CH:19][C:18]([N+:21]([O-])=O)=[CH:17][C:16]=2[CH2:24][S:25][CH:26]([CH3:28])[CH3:27])[CH:7]=1)[CH3:2].[Cl:30][C:31]1[CH:39]=[CH:38][C:34]([C:35](Cl)=[O:36])=[CH:33][CH:32]=1>>[CH2:1]([O:3][C:4](=[O:29])[CH2:5][C:6]1[CH:11]=[CH:10][C:9]([O:12][CH3:13])=[C:8]([O:14][C:15]2[CH:20]=[CH:19][C:18]([NH:21][C:35](=[O:36])[C:34]3[CH:38]=[CH:39][C:31]([Cl:30])=[CH:32][CH:33]=3)=[CH:17][C:16]=2[CH2:24][S:25][CH:26]([CH3:28])[CH3:27])[CH:7]=1)[CH3:2]. Reactants: C(C=C)(=O)OC (methyl acrylate), COCCN (2-methoxyethylamine), BrCC#N (bromoacetonitrile). Run in C(C)(=O)OCC (ethyl acetate). Conditions: temperature 70 celsius, time 2 hour. Yields the product C(#N)CN(CCC(=O)OC)CCOC (methyl N-cyanomethyl-N-(2-methoxy-ethyl)-3-aminopropionate). Reaction SMILES: [C:1]([O:5][CH3:6])(=[O:4])[CH:2]=[CH2:3].[CH3:7][O:8][CH2:9][CH2:10][NH2:11].Br[CH2:13][C:14]#[N:15]>C(OCC)(=O)C>[C:14]([CH2:13][N:11]([CH2:10][CH2:9][O:8][CH3:7])[CH2:3][CH2:2][C:1]([O:5][CH3:6])=[O:4])#[N:15]. Procedure details: At 20 to 30° C., 11.4 g of methyl acrylate was added to 10.0 g of 2-methoxyethylamine, which was allowed to stand for 2 hours. Then 7.92 g of bromoacetonitrile was added to the reaction solution, which was heated at 70° C. for 20 hours. The reaction solution was diluted with ethyl acetate and the resulting solids were filtered off. Vacuum concentration yielded methyl N-cyanomethyl-N-(2-methoxy-ethyl)-3-aminopropionate. The reactants are [K+].[Br-] (KBr), foam, C1(=CC=CC=C1)CCCCCCCCNC(=O)C=1C=C(C(=C(C1)Br)O)C1=CC(=CC=C1)C(F)(F)F (5-bromo-6-hydroxy-3′-trifluoromethyl-biphenyl-3-carboxylic acid (8-phenyl-octyl)-amide), ClS(=O)(=O)C1=CC(=C(C(=O)O)C=C1)O (4-chlorosulfonyl-2-hydroxy-benzoic acid). Yields the product BrC=1C(=C(C=C(C1)C(NCCCCCCCCC1=CC=CC=C1)=O)C1=CC(=CC=C1)C(F)(F)F)OS(=O)(=O)C1=CC(=C(C(=O)O)C=C1)O (4-[3-Bromo-5-(8-phenyl-octylcarbamoyl)-3′-trifluoromethyl-biphenyl-2-yloxysulfonyl]-2-hydroxy-benzoic acid). RXN SMILES: [C:1]1([CH2:7][CH2:8][CH2:9][CH2:10][CH2:11][CH2:12][CH2:13][CH2:14][NH:15][C:16]([C:18]2[CH:19]=[C:20]([C:26]3[CH:31]=[CH:30][CH:29]=[C:28]([C:32]([F:35])([F:34])[F:33])[CH:27]=3)[C:21]([OH:25])=[C:22]([Br:24])[CH:23]=2)=[O:17])[CH:6]=[CH:5][CH:4]=[CH:3][CH:2]=1.Cl[S:37]([C:40]1[CH:48]=[CH:47][C:43]([C:44]([OH:46])=[O:45])=[C:42]([OH:49])[CH:41]=1)(=[O:39])=[O:38].[K+].[Br-]>>[Br:24][C:22]1[C:21]([O:25][S:37]([C:40]2[CH:48]=[CH:47][C:43]([C:44]([OH:46])=[O:45])=[C:42]([OH:49])[CH:41]=2)(=[O:39])=[O:38])=[C:20]([C:26]2[CH:31]=[CH:30][CH:29]=[C:28]([C:32]([F:35])([F:33])[F:34])[CH:27]=2)[CH:19]=[C:18]([C:16](=[O:17])[NH:15][CH2:14][CH2:13][CH2:12][CH2:11][CH2:10][CH2:9][CH2:8][CH2:7][C:1]2[CH:6]=[CH:5][CH:4]=[CH:3][CH:2]=2)[CH:23]=1 |f:2.3|. Reported procedure: The title compound was prepared as an orange foam (0.455 g, 76%) from 5-bromo-6-hydroxy-3′-trifluoromethyl-biphenyl-3-carboxylic acid (8-phenyl-octyl)-amide and 4-chlorosulfonyl-2-hydroxy-benzoic acid using a procedure similar to step 3 of Example 179. 1H NMR (DMSO-d6) 12.60 (bs, 1H); 11.60 (bs, 1H); 8.68 (t, 11H); 8.21 (d, 1H); 7. 84 (d, 1H); 7.71-7.62 (m, 2H); 7.56-7.44 (m, 3H); 7.26-7.10 (m, 5H); 6.96 (dd, 1H); 6.82 (d, 1H); 3.21 (dd, 2H); 2.62 (t, 4H); 2.53 (t, 2H); 1.52 (m, 4H); 1.25 (m, 8H...